describe an organic reaction: reactants, conditions, products, and yield From a dataset of the Open Reaction Database (ORD), a public repository of structured organic reaction records. Starting materials: ClC=1C(C(=C(C(C1Cl)=O)C#N)C#N)=O (2,3-dichloro-5,6-dicyano-1,4-benzoquinone), CC1(C(C(C=2C(C(CCC12)=O)=O)(C)C)C)C (1,1,2,3,3-Pentamethyl-2,3,6,7-tetrahydro-1H-indene-4,5-dione), CC1(C(C(C=2C(CCCC12)=O)(C)C)C)C (1,1,2,3,3-pentamethyl-1,2,3,5,6,7-hexahydro-inden-4-one), CC1(C(C(C=2C(C(CCC12)=O)=O)(C)C)C)C (1,1,2,3,3-pentamethyl-2,3,6,7-tetrahydro-1H-indene-4,5-dione), C(CN)N (ethylene diamine). The solvent is COCCOCCOC (diglyme). Conditions: temperature 130 celsius, time 24 hour. Product: CC1(C(C(C=2C=3N=CC=NC3CCC21)(C)C)C)C (7,7,8,9,9-pentamethyl-5,7,8,9-tetrahydro-6H-cyclopenta[f]quinoxaline). As a reaction SMILES: [CH3:1][C:2]1([CH3:16])[C:10]2[CH2:9][CH2:8][C:7](=O)[C:6](=O)[C:5]=2[C:4]([CH3:14])([CH3:13])[CH:3]1[CH3:15].CC1(C)C2CCCC(=O)C=2C(C)(C)C1C.[CH2:32]([NH2:35])[CH2:33][NH2:34].ClC1C(=O)C(C#N)=C(C#N)C(=O)C=1Cl>COCCOCCOC>[CH3:1][C:2]1([CH3:16])[C:10]2[CH2:9][CH2:8][C:7]3[N:35]=[CH:32][CH:33]=[N:34][C:6]=3[C:5]=2[C:4]([CH3:14])([CH3:13])[CH:3]1[CH3:15]. Procedure details: 1,1,2,3,3-Pentamethyl-2,3,6,7-tetrahydro-1H-indene-4,5-dione is first prepared with 1,1,2,3,3-pentamethyl-1,2,3,5,6,7-hexahydro-inden-4-one (Cashmeran®) (commercially available at IFF) via oxidation with (2,2,6,6-tetramethylpiperidin-1-yl)oxidanyl (TEMPO) (prepared as described by Barton in Tetrahedron Letters, 1984, 25(6), pages: 603-606). A 100 mL reaction flask is charged with 1,1,2,3,3-pentamethyl-2,3,6,7-tetrahydro-1H-indene-4,5-dione (10 g, 0.04 mol), ethylene diamine (NH2CH2CH2NH2) (2.5 g... Starting materials: C(C)OC(=O)C=1OC2=C(C1C)C(=CC=C2)CO (4-hydroxymethyl-3-methylbenzofuran-2-carboxylic acid ethyl ester), IC (iodomethane). The reagents and catalysts are [Ag]=O (silver (II) oxide). The solvent is C(Cl)(Cl)Cl (chloroform). Reaction conditions: temperature 55 celsius. Product: COCC1=CC=CC2=C1C(=C(O2)C(=O)OCC)C (ethyl 4-(methoxymethyl)-3-methyl-1-benzofuran-2-carboxylate). Yield: 93.8%. RXN SMILES: [CH2:1]([O:3][C:4]([C:6]1[O:7][C:8]2[CH:15]=[CH:14][CH:13]=[C:12]([CH2:16][OH:17])[C:9]=2[C:10]=1[CH3:11])=[O:5])[CH3:2].I[CH3:19]>C(Cl)(Cl)Cl.[Ag]=O>[CH3:19][O:17][CH2:16][C:12]1[C:9]2[C:10]([CH3:11])=[C:6]([C:4]([O:3][CH2:1][CH3:2])=[O:5])[O:7][C:8]=2[CH:15]=[CH:14][CH:13]=1. Reported procedure: To a solution of 0.19 g (0.81 mmole) of ethyl 4-(hydroxymethyl)-3-methyl-1-benzofuran-2-carboxylate (Example 92, Step 2) in 2 mL of chloroform was added silver (II) oxide (0.34 g, 1.46 mmol, 1.8 eq) and 2 mL of iodomethane and the mixture was heated in sealed tube at ˜55° C. for 4.5 days. The reaction was filtered and concentrated in vacuo to provide 0.20 g of ethyl 4-(methoxymethyl)-3-methyl-1-benzofuran-2-carboxylate. Yield: ˜93.8% m.p. 45-47° C.; MS: 249.1(M+H)+.